Task: describe an organic reaction: reactants, conditions, products, and yield. Dataset: the Open Reaction Database (ORD), a public repository of structured organic reaction records The product is Cc1cccc(N(O)C(=O)NC(F)(F)F)c1. As a reaction SMILES: [CH3:17][CH2:18][O:19][CH2:20][CH3:21].[CH3:8][c:9]1[cH:10][c:11]([NH:15][OH:16])[cH:12][cH:13][cH:14]1.[F:1][C:2]([F:3])([F:4])[N:5]=[C:6]=[O:7]>>[F:1][C:2]([F:3])([F:4])[NH:5][C:6](=[O:7])[N:15]([c:11]1[cH:10][c:9]([CH3:8])[cH:14][cH:13][cH:12]1)[OH:16]. Reactants: CCOCC, Cc1cccc(NO)c1, O=C=NC(F)(F)F.